This data is from the Open Reaction Database (ORD), a public repository of structured organic reaction records. The task is: describe an organic reaction: reactants, conditions, products, and yield Starting materials: CC(=O)O[BH-](OC(C)=O)OC(C)=O, CCc1c(CC=O)cccc1-c1nsc(-c2cnc(OC(C)C)c(Cl)c2)n1, ClCCl, CCOC(=O)C1CCNCC1, [Na+]. Yields the product CCOC(=O)C1CCN(CCc2cccc(-c3nsc(-c4cnc(OC(C)C)c(Cl)c4)n3)c2CC)CC1. RXN SMILES: [C:39]([O:40][BH-:41]([O:42][C:43](=[O:44])[CH3:45])[O:46][C:47](=[O:48])[CH3:49])(=[O:50])[CH3:51].[Cl:1][c:2]1[cH:3][c:4](-[c:12]2[n:13][c:14](-[c:17]3[c:18]([CH2:26][CH3:27])[c:19]([CH2:23][CH:24]=[O:25])[cH:20][cH:21][cH:22]3)[n:15][s:16]2)[cH:5][n:6][c:7]1[O:8][CH:9]([CH3:10])[CH3:11].[Cl:53][CH2:54][Cl:55].[NH:28]1[CH2:29][CH2:30][CH:31]([C:34](=[O:35])[O:36][CH2:37][CH3:38])[CH2:32][CH2:33]1.[Na+:52]>>[Cl:1][c:2]1[cH:3][c:4](-[c:12]2[n:13][c:14](-[c:17]3[c:18]([CH2:26][CH3:27])[c:19]([CH2:23][CH2:24][N:28]4[CH2:29][CH2:30][CH:31]([C:34](=[O:35])[O:36][CH2:37][CH3:38])[CH2:32][CH2:33]4)[cH:20][cH:21][cH:22]3)[n:15][s:16]2)[cH:5][n:6][c:7]1[O:8][CH:9]([CH3:10])[CH3:11]. Yields the product O=C(Nc1ccc(F)c([N+](=O)[O-])c1)c1cccs1. Reaction SMILES: [CH2:30]1[O:31][CH2:32][CH2:33][CH2:34]1.[CH:12]([N:13]([CH2:14][CH3:15])[CH:16]([CH3:17])[CH3:18])([CH3:19])[CH3:20].[F:1][c:2]1[c:3]([N+:9](=[O:10])[O-:11])[cH:4][c:5]([NH2:8])[cH:6][cH:7]1.[OH2:29].[s:21]1[c:22]([C:26](=[O:27])[Cl:28])[cH:23][cH:24][cH:25]1>>[F:1][c:2]1[c:3]([N+:9](=[O:10])[O-:11])[cH:4][c:5]([NH:8][C:26]([c:22]2[s:21][cH:25][cH:24][cH:23]2)=[O:27])[cH:6][cH:7]1. Reactants: C1CCOC1, CCN(C(C)C)C(C)C, Nc1ccc(F)c([N+](=O)[O-])c1, O, O=C(Cl)c1cccs1. The reactants are C([O-])([O-])=O.[K+].[K+] (Potassium carbonate), C(C1=CC=CC=C1)OC1=CC=C(C=C1)NC#N (4-benzyloxyphenylcyanamide), COS(=O)(=O)C1=CC=C(C=C1)C (methyl-4-toluene sulphonate). Solvent: CC(=O)C (acetone), CC(=O)C (acetone). Product: CN(C#N)C1=CC=C(C=C1)OCC1=CC=CC=C1 (N-methyl-4-benzyloxyphenylcyanamide). Reaction SMILES: [C:1](=O)([O-])[O-].[K+].[K+].[CH2:7]([O:14][C:15]1[CH:20]=[CH:19][C:18]([NH:21][C:22]#[N:23])=[CH:17][CH:16]=1)[C:8]1[CH:13]=[CH:12][CH:11]=[CH:10][CH:9]=1.COS(C1C=CC(C)=CC=1)(=O)=O>CC(C)=O>[CH3:1][N:21]([C:18]1[CH:19]=[CH:20][C:15]([O:14][CH2:7][C:8]2[CH:9]=[CH:10][CH:11]=[CH:12][CH:13]=2)=[CH:16][CH:17]=1)[C:22]#[N:23] |f:0.1.2|. Procedure: Potassium carbonate (9.6 g) was added to a solution of 4-benzyloxyphenylcyanamide (6.3 g) in acetone (450 ml) with stirring. A solution of methyl-4-toluene sulphonate (9 g) in acetone (50 ml) was added and the mixture stirred for 7 hours. The solvent was removed by evaporation and the residue suspended in water and extracted into dichloromethane. The extract was dried (Na2SO4) and the solvent removed by evaporation to give a residue which was triturated with a 1:1 mixture of ethylacetate and hex... Starting materials: O[C@H]1[C@H]2[C@@H]3CC[C@H](C(C(OC)OC)C)[C@]3(CC[C@@H]2[C@]2(C=CC(C=C2C1)=O)C)C (7α-hydroxy-21,21-dimethoxy-20-methylpregna-1,4-dien-3-one), CC1(COC(OC1)C(C)[C@H]1CC[C@H]2[C@@H]3[C@@H](CC4=CC(C=C[C@]4(C)[C@H]3CC[C@]12C)=O)O)C (20-(5,5-dimethyl-1,3-dioxan-2-yl)-7α-hydroxypregna-1,4-dien-3-one). The product is COC(C([C@H]1CC[C@H]2[C@@H]3C=CC4=CC(C=C[C@]4(C)[C@H]3CC[C@]12C)=O)C)OC (21,21-dimethoxy-20-methylpregna-1,4,6-trien-3-one). The yield is 83.8%. Reaction SMILES: O[C@@H:2]1[CH2:25][C:24]2[C@:19]([CH3:27])([CH:20]=[CH:21][C:22](=[O:26])[CH:23]=2)[C@@H:18]2[C@@H:3]1[C@H:4]1[C@:15]([CH3:28])([CH2:16][CH2:17]2)[C@@H:7]([CH:8]([CH3:14])[CH:9]([O:12][CH3:13])[O:10][CH3:11])[CH2:6][CH2:5]1.CC1(C)COC(C([C@@H]2[C@]3(C)[C@H]([C@H]4[C@H](CC3)[C@]3(C)C(=CC(=O)C=C3)C[C@H]4O)CC2)C)OC1>>[CH3:13][O:12][CH:9]([O:10][CH3:11])[CH:8]([CH3:14])[C@@H:7]1[C@:15]2([CH3:28])[C@H:4]([C@H:3]3[C@H:18]([CH2:17][CH2:16]2)[C@:19]2([CH3:27])[C:24](=[CH:23][C:22](=[O:26])[CH:21]=[CH:20]2)[CH:25]=[CH:2]3)[CH2:5][CH2:6]1. Procedure details: The procedure of Example 5 was repeated except that 2.50 g (6.44 mmoles) of 7α-hydroxy-21,21-dimethoxy-20-methylpregna-1,4-dien-3-one was used in lieu of 3.00 g of 20-(5,5-dimethyl-1,3-dioxan-2-yl)-7α-hydroxypregna-1,4-dien-3-one to give 2.00 g of 21,21-dimethoxy-20-methylpregna-1,4,6-trien-3-one (yield: 84%). Starting materials: CN1CCNCC1, CCO, ClC(Cl)Cl, O=S(=O)(Cl)c1ccc(Nc2ncnc3cc(Cl)ccc23)cc1, Cl, Cl, [Na], O. Reaction SMILES: [CH3:1][N:2]1[CH2:3][CH2:4][NH:5][CH2:6][CH2:7]1.[CH3:38][CH2:39][OH:40].[CH:33]([Cl:34])([Cl:35])[Cl:36].[Cl:10][c:11]1[cH:12][cH:13][c:14]2[c:15]([NH:21][c:22]3[cH:23][cH:24][c:25]([S:28](=[O:29])(=[O:30])[Cl:31])[cH:26][cH:27]3)[n:16][cH:17][n:18][c:19]2[cH:20]1.[ClH:32].[ClH:9].[Na:8].[OH2:37]>>[CH3:1][N:2]1[CH2:3][CH2:4][N:5]([S:28]([c:25]2[cH:24][cH:23][c:22]([NH:21][c:15]3[c:14]4[cH:13][cH:12][c:11]([Cl:10])[cH:20][c:19]4[n:18][cH:17][n:16]3)[cH:27][cH:26]2)(=[O:29])=[O:30])[CH2:6][CH2:7]1. The product is CN1CCN(S(=O)(=O)c2ccc(Nc3ncnc4cc(Cl)ccc34)cc2)CC1. The reactants are [OH-].[Na+] (sodium hydroxide), CN(C=CC=O)C (3-dimethylaminoacrolein), P(=O)(Cl)(Cl)Cl (phosphorus oxychloride), FC1=CC=C(C=C1)C1=C(N(C(=C1)C(C)C)N1CCCC1)C1=CC=CC=C1 (3-(4-Fluorophenyl)-5-isopropyl-2-phenyl-1-(1-pyrrolidinyl)pyrrole). Solvent: C1(=CC=CC=C1)C.O (toluene water), C(C)#N (acetonitrile), C(C)#N (acetonitrile), C(C)#N (acetonitrile), O1CCCC1 (tetrahydrofuran). Run at time 10 minute. Yields the product FC1=CC=C(C=C1)C1=C(N(C(=C1/C=C/C=O)C(C)C)N1CCCC1)C1=CC=CC=C1 ((E)-3-[3-(4-Fluorophenyl)-5-isopropyl-2-phenyl-1-(1-pyrrolidinyl)-pyrrol-4-yl]-prop-2-enal). RXN SMILES: CN(C)[CH:3]=[CH:4][CH:5]=[O:6].P(Cl)(Cl)(Cl)=O.[F:13][C:14]1[CH:19]=[CH:18][C:17]([C:20]2[CH:24]=[C:23]([CH:25]([CH3:27])[CH3:26])[N:22]([N:28]3[CH2:32][CH2:31][CH2:30][CH2:29]3)[C:21]=2[C:33]2[CH:38]=[CH:37][CH:36]=[CH:35][CH:34]=2)=[CH:16][CH:15]=1.[OH-].[Na+]>C(#N)C.O1CCCC1.C1(C)C=CC=CC=1.O>[F:13][C:14]1[CH:15]=[CH:16][C:17]([C:20]2[C:24](/[CH:3]=[CH:4]/[CH:5]=[O:6])=[C:23]([CH:25]([CH3:27])[CH3:26])[N:22]([N:28]3[CH2:29][CH2:30][CH2:31][CH2:32]3)[C:21]=2[C:33]2[CH:34]=[CH:35][CH:36]=[CH:37][CH:38]=2)=[CH:18][CH:19]=1 |f:3.4,7.8|. Procedure details: 1.9 g (17.9 mmol) of 90% strength 3-dimethylaminoacrolein in 30 ml of acetonitrile AR are added dropwise under nitrogen to 1.8 ml (19.2 mmol) of freshly distilled phosphorus oxychloride in 20 ml of acetonitrile AR at -5° C. The mixture is subsequently stirred for 10 minutes and 2.3 g (6.4 mmol) of the compound from Example 3 dissolved in 20 ml of acetonitrile AR and 30 ml of tetrahydrofuran AR are then added dropwise at the same temperature. The mixture is subsequently heated to reflux overnight... Starting materials: N#CCCCBr, [Li]CCCC, c1ccc2c(c1)Cc1ccccc1-2, C1CCOC1. The product is N#CCCCC1c2ccccc2-c2ccccc21. As a reaction SMILES: [Br:19][CH2:20][CH2:21][CH2:22][C:23]#[N:24].[CH2:14]([Li:15])[CH2:16][CH2:17][CH3:18].[CH2:1]1[c:2]2[cH:3][cH:4][cH:5][cH:6][c:7]2-[c:8]2[cH:9][cH:10][cH:11][cH:12][c:13]21.[CH2:25]1[O:26][CH2:27][CH2:28][CH2:29]1>>[CH:1]1([CH2:20][CH2:21][CH2:22][C:23]#[N:24])[c:2]2[cH:3][cH:4][cH:5][cH:6][c:7]2-[c:8]2[cH:9][cH:10][cH:11][cH:12][c:13]21. Starting materials: CS(=O)(=O)OCCS(=O)(=O)C (2-(methylsulfonyl)ethyl methanesulfonate), NCCOC1=C(C=C(C=C1)NC(C1=CC(=CC=C1)OC)=O)C1=CC=NN1C (N-(4-(2-aminoethoxy)-3-(1-methyl-1H-pyrazol-5-yl)phenyl)-3-methoxybenzamide). Solvent: CN(C)C=O (DMF). Reaction conditions: temperature 150 celsius. Yields the product CS(=O)(=O)CCNCCOC1=C(C=C(C=C1)NC(C1=CC(=CC=C1)OC)=O)C=1N(N=CC1)C (N-[4-[2-(2-Methanesulfonyl-ethylamino)-ethoxy]-3-(2-methyl-2H-pyrazol-3-yl)-phenyl]-3-methoxy-benzamide). Yield: 18.5%. RXN SMILES: CS(O[CH2:6][CH2:7][S:8]([CH3:11])(=[O:10])=[O:9])(=O)=O.[NH2:12][CH2:13][CH2:14][O:15][C:16]1[CH:21]=[CH:20][C:19]([NH:22][C:23](=[O:32])[C:24]2[CH:29]=[CH:28][CH:27]=[C:26]([O:30][CH3:31])[CH:25]=2)=[CH:18][C:17]=1[C:33]1[N:37]([CH3:38])[N:36]=[CH:35][CH:34]=1>CN(C=O)C>[CH3:11][S:8]([CH2:7][CH2:6][NH:12][CH2:13][CH2:14][O:15][C:16]1[CH:21]=[CH:20][C:19]([NH:22][C:23](=[O:32])[C:24]2[CH:29]=[CH:28][CH:27]=[C:26]([O:30][CH3:31])[CH:25]=2)=[CH:18][C:17]=1[C:33]1[N:37]([CH3:38])[N:36]=[CH:35][CH:34]=1)(=[O:10])=[O:9]. Procedure: A mixture of 2-(methylsulfonyl)ethyl methanesulfonate (16.6 mg, 81.9 μmol) and N-(4-(2-aminoethoxy)-3-(1-methyl-1H-pyrazol-5-yl)phenyl)-3-methoxybenzamide (30 mg, 81.9 μmol) in DMF was heated to 150° C. for 1 hour under microwave irradiation in a heavy-walled sealed tube. The crude product was purified by HPLC. The proper fractions were collected and lyophilized to afford the title compound as a yellow solid in 18.5% yield. LCMS m/z (%)=473 (M+H, 100).